From a dataset of the Open Reaction Database (ORD), a public repository of structured organic reaction records. describe an organic reaction: reactants, conditions, products, and yield Starting materials: S(=O)(=O)(C)OC[C@@H]1CO1 ((S)-3-mesyloxy-1,2-epoxypropane), Cl (HCl). Reaction conditions: time 30 minute. The product is S(=O)(=O)(C)OC[C@H](CCl)O ((R)-3-mesyloxy-2-hydroxy-1-chloropropane). The yield is 85.0%. Reaction SMILES: [S:1]([O:5][CH2:6][C@H:7]1[O:9][CH2:8]1)([CH3:4])(=[O:3])=[O:2].[ClH:10]>>[S:1]([O:5][CH2:6][C@@H:7]([OH:9])[CH2:8][Cl:10])([CH3:4])(=[O:3])=[O:2]. Procedure details: Concentrated HCl (20 ml) was added to (S)-3-mesyloxy-1,2-epoxypropane (5.0 g, 0.033 m) over 15-20 minutes. After stirring for an additional 30 minutes, the water was removed through the addition and subsequent evaporation of ethanol. Finally, residual ethanol was removed at room temperature and 0.1 mm to give (R)-3-mesyloxy-2-hydroxy-1-chloropropane, (5.4 g, 85%); 1H NMR (CDCl3) 4.35 (2H, d), 4.1 (1H, m), 3.65 (2H, d), 3.1 (3H, s), 2.9 (1H, broad s); [α]D22 =7.1° (c=5.78, CH3OH).